This data is from the Open Reaction Database (ORD), a public repository of structured organic reaction records. The task is: describe an organic reaction: reactants, conditions, products, and yield The reactants are C1CCOC1, Cc1onc(C2CCOCC2)c1CO, COC(=O)c1cc(O)nn1C, CC(C)OC(=O)N=NC(=O)OC(C)C, c1ccc(P(c2ccccc2)c2ccccc2)cc1. Product: COC(=O)c1cc(OCc2c(C3CCOCC3)noc2C)nn1C. RXN SMILES: [CH2:59]1[O:60][CH2:61][CH2:62][CH2:63]1.[CH3:12][c:13]1[c:14]([CH2:24][OH:25])[c:15]([CH:18]2[CH2:19][CH2:20][O:21][CH2:22][CH2:23]2)[n:16][o:17]1.[CH3:1][O:2][C:3](=[O:4])[c:5]1[n:6]([CH3:11])[n:7][c:8]([OH:10])[cH:9]1.[O:45]=[C:46]([O:47][CH:48]([CH3:49])[CH3:50])[N:51]=[N:52][C:53]([O:54][CH:55]([CH3:56])[CH3:57])=[O:58].[c:26]1([P:27]([c:28]2[cH:29][cH:30][cH:31][cH:32][cH:33]2)[c:34]2[cH:35][cH:36][cH:37][cH:38][cH:39]2)[cH:40][cH:41][cH:42][cH:43][cH:44]1>>[CH3:1][O:2][C:3](=[O:4])[c:5]1[n:6]([CH3:11])[n:7][c:8]([O:10][CH2:24][c:14]2[c:13]([CH3:12])[o:17][n:16][c:15]2[CH:18]2[CH2:19][CH2:20][O:21][CH2:22][CH2:23]2)[cH:9]1. Starting materials: N#Cc1ccc(Br)cc1, CC(C)(C)[Si](C)(C)OC1CCNCC1, CC(=O)[O-], CC(=O)[O-], CC(C)(C)[O-], Cc1ccccc1, CCOC(C)=O, [Na+], [Pd+2], c1ccc(P(c2ccccc2)c2ccc3ccccc3c2-c2c(P(c3ccccc3)c3ccccc3)ccc3ccccc23)cc1. Product: CC(C)(C)[Si](C)(C)OC1CCN(c2ccc(C#N)cc2)CC1. As a reaction SMILES: [Br:1][c:2]1[cH:3][cH:4][c:5]([C:6]#[N:7])[cH:8][cH:9]1.[C:10]([CH3:11])([CH3:12])([CH3:13])[Si:14]([O:15][CH:16]1[CH2:17][CH2:18][NH:19][CH2:20][CH2:21]1)([CH3:22])[CH3:23].[C:83]([O-:84])(=[O:85])[CH3:86].[C:88]([O-:89])(=[O:90])[CH3:91].[CH3:70][C:71]([CH3:72])([O-:73])[CH3:74].[CH3:76][c:77]1[cH:78][cH:79][cH:80][cH:81][cH:82]1.[CH3:92][CH2:93][O:94][C:95](=[O:96])[CH3:97].[Na+:75].[Pd+2:87].[cH:24]1[cH:25][cH:26][c:27]([P:28]([c:29]2[cH:30][cH:31][c:32]3[c:33]([cH:34][cH:35][cH:36][cH:37]3)[c:38]2-[c:39]2[c:40]3[c:41]([cH:42][cH:43][cH:44][cH:45]3)[cH:46][cH:47][c:48]2[P:49]([c:50]2[cH:51][cH:52][cH:53][cH:54][cH:55]2)[c:56]2[cH:57][cH:58][cH:59][cH:60][cH:61]2)[c:62]2[cH:63][cH:64][cH:65][cH:66][cH:67]2)[cH:68][cH:69]1>>[c:2]1([N:19]2[CH2:18][CH2:17][CH:16]([O:15][Si:14]([C:10]([CH3:11])([CH3:12])[CH3:13])([CH3:22])[CH3:23])[CH2:21][CH2:20]2)[cH:3][cH:4][c:5]([C:6]#[N:7])[cH:8][cH:9]1. Yields the product NC1=NC2=NC=C(N=C2C(=N1)N)CN1C2=CC=CC=C2C=2C=CC=CC12 (N-[(2,4-Diaminopteridin-6-yl)methyl]carbazole). Reaction SMILES: [NH2:1][C:2]1[N:11]=[C:10]([NH2:12])[C:9]2[C:4](=[N:5][CH:6]=[C:7]([CH2:13][N:14]([C:21]3[CH:26]=[CH:25][CH:24]=[CH:23][CH:22]=3)[C:15]3[CH:20]=[CH:19][CH:18]=[CH:17][CH:16]=3)[N:8]=2)[N:3]=1.C1C2NC3C(=CC=CC=3)C=2C=CC=1.[H-].[Na+].Br.NC1N=C(N)C2C(=NC=C(CBr)N=2)N=1>>[NH2:1][C:2]1[N:11]=[C:10]([NH2:12])[C:9]2[C:4](=[N:5][CH:6]=[C:7]([CH2:13][N:14]3[C:15]4[CH:20]=[CH:19][CH:18]=[CH:17][C:16]=4[C:26]4[C:21]3=[CH:22][CH:23]=[CH:24][CH:25]=4)[N:8]=2)[N:3]=1 |f:2.3,4.5|. The reactants are NC1=NC2=NC=C(N=C2C(=N1)N)CN(C1=CC=CC=C1)C1=CC=CC=C1 (N-(2,4-diaminopteridin-6-yl)methyl-N,N-diphenylamine), Br.NC1=NC2=NC=C(N=C2C(=N1)N)CBr (2,4-diamino-6-bromomethylpteridine hydrobromide), C1=CC=CC=2C3=CC=CC=C3NC12 (carbazole), [H-].[Na+] (NaH). Procedure details: N-[(2,4-Diaminopteridin-6-yl)methyl]carbazole (Formula I: Ar=2,4-diaminopteridin-6-yl; W=CH2; X=N; Z=chemical bond; m=n=0) is prepared similarly to N-(2,4-diaminopteridin-6-yl)methyl-N,N-diphenylamine as disclosed above by using carbazole (129 mg, 0.77 mmol), NaH (50 mg, 2.1 mmol), and 2,4-diamino-6-bromomethylpteridine hydrobromide (100 mg, 0.3 mmol). The product can be purified by chromatography.